Dataset: the Open Reaction Database (ORD), a public repository of structured organic reaction records. Task: describe an organic reaction: reactants, conditions, products, and yield RXN SMILES: [C:42].[CH2:1]([CH3:2])[O:3][C:4]([CH:5]=[CH:6][c:7]1[cH:8][n:9]([CH2:18][c:19]2[cH:20][cH:21][c:22]([O:25][CH2:26][c:27]3[n:28][c:29](-[c:33]4[cH:34][cH:35][cH:36][cH:37][cH:38]4)[o:30][c:31]3[CH3:32])[cH:23][cH:24]2)[cH:10][c:11]1-[c:12]1[n:13][cH:14][cH:15][cH:16][cH:17]1)=[O:39].[H:40][H:41].[O:44]1[CH2:45][CH2:46][CH2:47][CH2:48]1.[Pd:43]>>[CH2:1]([CH3:2])[O:3][C:4]([CH2:5][CH2:6][c:7]1[cH:8][n:9]([CH2:18][c:19]2[cH:20][cH:21][c:22]([O:25][CH2:26][c:27]3[n:28][c:29](-[c:33]4[cH:34][cH:35][cH:36][cH:37][cH:38]4)[o:30][c:31]3[CH3:32])[cH:23][cH:24]2)[cH:10][c:11]1-[c:12]1[n:13][cH:14][cH:15][cH:16][cH:17]1)=[O:39]. Yields the product CCOC(=O)CCc1cn(Cc2ccc(OCc3nc(-c4ccccc4)oc3C)cc2)cc1-c1ccccn1. Reactants: C, CCOC(=O)C=Cc1cn(Cc2ccc(OCc3nc(-c4ccccc4)oc3C)cc2)cc1-c1ccccn1, [H][H], C1CCOC1, [Pd].